Dataset: the Open Reaction Database (ORD), a public repository of structured organic reaction records. Task: describe an organic reaction: reactants, conditions, products, and yield Reactants: CO, COC(=O)c1c(-c2ccc(F)cc2)nn2c1CCC2C, [Na+], [OH-]. The product is CC1CCc2c(C(=O)O)c(-c3ccc(F)cc3)nn21. As a reaction SMILES: [CH3:23][OH:24].[F:3][c:4]1[cH:5][cH:6][c:7](-[c:10]2[c:11]([C:19](=[O:20])[O:21][CH3:22])[c:12]3[n:13]([n:14]2)[CH:15]([CH3:18])[CH2:16][CH2:17]3)[cH:8][cH:9]1.[Na+:2].[OH-:1]>>[F:3][c:4]1[cH:5][cH:6][c:7](-[c:10]2[c:11]([C:19](=[O:20])[OH:21])[c:12]3[n:13]([n:14]2)[CH:15]([CH3:18])[CH2:16][CH2:17]3)[cH:8][cH:9]1.